From a dataset of the Open Reaction Database (ORD), a public repository of structured organic reaction records. describe an organic reaction: reactants, conditions, products, and yield Starting materials: CS(=O)C1=CC=C(C=CCCl)C=C1 (4-methylsulphinyl-cinnamyl chloride), NC=1SC=2CCNCCC2N1 (2-amino-4,5,7,8-tetrahydro-6H-thiazolo[5,4-d]azepine), CCOCC (ether). Run in C(Cl)(Cl)Cl (chloroform). The product is O.NC=1SC=2CCN(CCC2N1)CC=CC1=CC=C(C=C1)S(=O)C (2-Amino-6-(3-(4-methylsulphinyl-phenyl)allyl)-4,5,7,8-tetrahydro-6H-thiazolo[5,4-d]azepine-hydrate). Isolated yield 48.0%. Reaction SMILES: [CH3:1][S:2]([C:4]1[CH:13]=[CH:12][C:7]([CH:8]=[CH:9][CH2:10]Cl)=[CH:6][CH:5]=1)=[O:3].[NH2:14][C:15]1[S:16][C:17]2[CH2:18][CH2:19][NH:20][CH2:21][CH2:22][C:23]=2[N:24]=1.CCOCC>C(Cl)(Cl)Cl>[OH2:3].[NH2:14][C:15]1[S:16][C:17]2[CH2:18][CH2:19][N:20]([CH2:10][CH:9]=[CH:8][C:7]3[CH:12]=[CH:13][C:4]([S:2]([CH3:1])=[O:3])=[CH:5][CH:6]=3)[CH2:21][CH2:22][C:23]=2[N:24]=1 |f:4.5|. Procedure details: Prepared from 4-methylsulphinyl-cinnamyl chloride and 2 equivalents of 2-amino-4,5,7,8-tetrahydro-6H-thiazolo[5,4-d]azepine in chloroform. Yield: 48% of theory, Melting point: 171°-176° C. (ether). Reactants: BrC1=C(C2=C(N=CN=C2NC(C)C)O1)C1=CC=CC=C1 (6-bromo-N-isopropyl-5-phenylfuro[2,3-d]pyrimidin-4-amine), C([O-])([O-])=O.[K+].[K+] (potassium carbonate), COCCOC (DME), CC1(OB(OC1(C)C)C1=CC=C(OCCN2CCCC2)C=C1)C (1-(2-(4-(4,4,5,5-tetramethyl-1,3,2-dioxaborolan-2-yl)phenoxy)ethyl)pyrrolidine), palladium tetrakistriphenylphosphine. Solvent: O (water). Conditions: temperature 75 celsius. Yields the product C(C)(C)NC=1C2=C(N=CN1)OC(=C2C2=CC=CC=C2)C2=CC=C(C=C2)OCCN2CCCC2 (N-isopropyl-5-phenyl-6-(4-(2-(pyrrolidin-1-yl)ethoxy)phenyl)furo[2,3-d]pyrimidin-4-amine). As a reaction SMILES: Br[C:2]1[O:14][C:5]2[N:6]=[CH:7][N:8]=[C:9]([NH:10][CH:11]([CH3:13])[CH3:12])[C:4]=2[C:3]=1[C:15]1[CH:20]=[CH:19][CH:18]=[CH:17][CH:16]=1.CC1(C)C(C)(C)OB([C:29]2[CH:42]=[CH:41][C:32]([O:33][CH2:34][CH2:35][N:36]3[CH2:40][CH2:39][CH2:38][CH2:37]3)=[CH:31][CH:30]=2)O1.C(=O)([O-])[O-].[K+].[K+].COCCOC>O>[CH:11]([NH:10][C:9]1[C:4]2[C:3]([C:15]3[CH:20]=[CH:19][CH:18]=[CH:17][CH:16]=3)=[C:2]([C:29]3[CH:30]=[CH:31][C:32]([O:33][CH2:34][CH2:35][N:36]4[CH2:37][CH2:38][CH2:39][CH2:40]4)=[CH:41][CH:42]=3)[O:14][C:5]=2[N:6]=[CH:7][N:8]=1)([CH3:13])[CH3:12] |f:2.3.4|. Reported procedure: Into a 16×100 mm vial sparged with argon was placed 6-bromo-N-isopropyl-5-phenylfuro[2,3-d]pyrimidin-4-amine (100 mg, 0.301 mmol), 1-(2-(4-(4,4,5,5-tetramethyl-1,3,2-dioxaborolan-2-yl)phenoxy)ethyl)pyrrolidine (120 mg, 0.361 mmol), palladium tetrakistriphenylphosphine (17 mg, 0.015 mmol), potassium carbonate (125 mg, 0.903 mmol), DME (4 mL), and water (1 mL). The vial was sealed and heated to 75° C. for 24 hours. The reactants are C(CCC)N(C(CCC(=O)OC)=O)CC1=CC=C(C=C1)C1=C(C=CC=C1)C#N (3-methoxycarbonylpropanoic acid N-butyl-N-(2'-cyanobiphenyl-4-ylmethyl)-amide), C(CCC)[Sn](CCCC)(CCCC)N=[N+]=[N-] (tributyltin azide), [OH-].[K+] (potassium hydroxide). Solvent: CC=1C=CC=CC1C (o-xylene). Reaction conditions: time 2 hour. The product is C(CCC)N(C(CCC(=O)O)=O)CC1=CC=C(C=C1)C1=C(C=CC=C1)C1=NN=NN1 (3-carboxypropanoic acid N-butyl-N-[2'-(1H-tetrazol-5-yl)-biphenyl-4-ylmethyl]-amide). RXN SMILES: [CH2:1]([N:5]([CH2:14][C:15]1[CH:20]=[CH:19][C:18]([C:21]2[CH:26]=[CH:25][CH:24]=[CH:23][C:22]=2[C:27]#[N:28])=[CH:17][CH:16]=1)[C:6](=[O:13])[CH2:7][CH2:8][C:9]([O:11]C)=[O:10])[CH2:2][CH2:3][CH3:4].C([Sn]([N:42]=[N+:43]=[N-:44])(CCCC)CCCC)CCC.[OH-].[K+]>CC1C=CC=CC=1C>[CH2:1]([N:5]([CH2:14][C:15]1[CH:16]=[CH:17][C:18]([C:21]2[CH:26]=[CH:25][CH:24]=[CH:23][C:22]=2[C:27]2[NH:44][N:43]=[N:42][N:28]=2)=[CH:19][CH:20]=1)[C:6](=[O:13])[CH2:7][CH2:8][C:9]([OH:11])=[O:10])[CH2:2][CH2:3][CH3:4] |f:2.3|. Procedure: A solution of 8.8 g (22.7 mmol) of 3-methoxycarbonylpropanoic acid N-butyl-N-(2'-cyanobiphenyl-4-ylmethyl)-amide and 9.8 g (29.5 mmol) of tributyltin azide in 100 ml of o-xylene is heated under reflux for 20 hours. The reaction mixture is then cooled to 20° and 100 ml of 1N potassium hydroxide solution are added thereto. The reaction mixture is stirred thoroughly for 2 hours, and the aqueous phase is separated and acidified with 2N hydrochloric acid. The resin which separates is extracted with e... The reactants are C(C1=CC=CC=C1)N1CCN(CC1)C=1N=CC=2NC(CCCC2N1)=O (2-(4-Benzylpiperazino)-6-oxo-6,7,8,9-tetrahydro(5H)pyrimido[5,4-b]azepine), C(C)Br (ethyl bromide), [H-].[Na+] (NaH), resultant mixture. The solvent is C1CCOC1 (THF). Conditions: temperature 60 celsius, time 5 hour. Yields the product C(C)N1C2=C(CCCC1=O)N=C(N=C2)N2CCN(CC2)CC2=CC=CC=C2 (5-Ethyl-2-(4-benzylpiperazino)-6-oxo-6,7,8,9-tetrahydro(5H)pyrimido[5,4-b]azepine). Yield: 96.7%. Reaction SMILES: [CH2:1]([N:8]1[CH2:13][CH2:12][N:11]([C:14]2[N:15]=[CH:16][C:17]3[NH:18][C:19](=[O:25])[CH2:20][CH2:21][CH2:22][C:23]=3[N:24]=2)[CH2:10][CH2:9]1)[C:2]1[CH:7]=[CH:6][CH:5]=[CH:4][CH:3]=1.[H-].[Na+].[CH2:28](Br)[CH3:29]>C1COCC1>[CH2:28]([N:18]1[C:19](=[O:25])[CH2:20][CH2:21][CH2:22][C:23]2[N:24]=[C:14]([N:11]3[CH2:10][CH2:9][N:8]([CH2:1][C:2]4[CH:7]=[CH:6][CH:5]=[CH:4][CH:3]=4)[CH2:13][CH2:12]3)[N:15]=[CH:16][C:17]1=2)[CH3:29] |f:1.2|. Procedure: Added to 30 ml of THF were 0.65 g (1.84 mmol, Referential Example 51) of 2-(4-benzylpiperazino)-6-oxo-6,7,8,9-tetrahydro(5H)pyrimido[5,4-b]azepine and 0.15 g (3.75 mmol) of 60% NaH. The resultant mixture was stirred at 20° C. for 30 minutes. Thereafter, 3 g (27.8 mmol) of ethyl bromide was added and the reaction mixture was heated to 60° C. at which the reaction was conducted for 5 hours. After completion of the reaction, the solvent was distilled off and the residue was purified by silica gel c... Starting materials: CC1=CC=2C(NCCCC2S1)=O (2-methyl-5,6,7,8-tetrahydro-4H-thieno[3,2-c]azepin-4-one), ClCCCC(=O)Cl (4-chlorobutyryl chloride), [Cl-].[Al+3].[Cl-].[Cl-] (aluminum chloride). Solvent: ClC(C)Cl (dichloroethane). Reaction conditions: time 3 hour. Product: ClCCCC(=O)C1=C(SC2=C1C(NCCC2)=O)C (3-(4-chlorobutyryl)-2-methyl-5,6,7,8-tetrahydro-4H-thieno[3,2-c]azepin-4-one). Isolated yield 15.2%. RXN SMILES: [CH3:1][C:2]1[S:11][C:10]2[CH2:9][CH2:8][CH2:7][NH:6][C:5](=[O:12])[C:4]=2[CH:3]=1.[Cl:13][CH2:14][CH2:15][CH2:16][C:17](Cl)=[O:18].[Cl-].[Al+3].[Cl-].[Cl-]>ClC(Cl)C>[Cl:13][CH2:14][CH2:15][CH2:16][C:17]([C:3]1[C:4]2[C:5](=[O:12])[NH:6][CH2:7][CH2:8][CH2:9][C:10]=2[S:11][C:2]=1[CH3:1])=[O:18] |f:2.3.4.5|. Procedure: To a mixture of 5 g of 2-methyl-5,6,7,8-tetrahydro-4H-thieno[3,2-c]azepin-4-one and 5 g of 4-chlorobutyryl chloride in 50 ml of dichloroethane was added 8.6 g of aluminum chloride under ice-cooling and the mixture was stirred for 3 hours. The mixture was poured into ice-cold water and extracted with chloroform. The organic layer was washed with saline solution, dried over magnesium sulfate and concentrated. The residue was recrystallized from ethanol to give 1.2 g of 3-(4-chlorobutyryl)-2-methyl... Reactants: BrCCCCCCCCC (1-bromononane), C(C)OC(CC(CC)I)=O (ethyl-3 iodovalerate), C(C)OC(CCCI)=O (ethyl-4-iodobutyrate), Cl.O(CC)N (ethoxylamine hydrochloride), Cl.O(C)N (methoxylamine hydrochloride), C1(CCCCC1)NC1CCCCC1 (dicyclohexylamine). Product: C(=CCCCC)C1=CC=C(C(=O)CCONC(CC(=O)O)CC)C=C1 (3-[[4-(1-Hexenyl)benzoyl]ethoxyamino]pentanoic acid). As a reaction SMILES: Br[CH2:2][CH2:3][CH2:4][CH2:5][CH2:6][CH2:7][CH2:8][CH2:9][CH3:10].Cl.[O:12]([NH2:15])[CH2:13][CH3:14].Cl.O(N)C.C([O:22][C:23](=[O:29])[CH2:24][CH:25](I)[CH2:26][CH3:27])C.C(O[C:33](=[O:38])[CH2:34][CH2:35][CH2:36]I)C.C1(NC2CCCCC2)CCCCC1>>[CH:5]([C:4]1[CH:36]=[CH:35][C:34]([C:33]([CH2:14][CH2:13][O:12][NH:15][CH:25]([CH2:26][CH3:27])[CH2:24][C:23]([OH:22])=[O:29])=[O:38])=[CH:2][CH:3]=1)=[CH:6][CH2:7][CH2:8][CH2:9][CH3:10] |f:1.2,3.4|. Procedure: Following the procedure of Example 7 except substituting 1-bromopentane for 1-bromononane, ethoxylamine hydrochloride for methoxylamine hydrochloride and ethyl-3 iodovalerate for ethyl-4-iodobutyrate, and eliminating the addition of dicyclohexylamine, the title compound is obtained.